From a dataset of the Open Reaction Database (ORD), a public repository of structured organic reaction records. describe an organic reaction: reactants, conditions, products, and yield RXN SMILES: [C:1]([O:9][CH2:10][C:11]1([CH2:16][O:17][C:18](=[O:25])[C:19]2[CH:24]=[CH:23][CH:22]=[CH:21][CH:20]=2)[CH2:13][CH:12]1[CH2:14][OH:15])(=[O:8])[C:2]1[CH:7]=[CH:6][CH:5]=[CH:4][CH:3]=1.C[C:27]1[CH:32]=[CH:31][C:30]([S:33](Cl)(=[O:35])=[O:34])=[CH:29][CH:28]=1.N1C=CC=C[CH:38]=1>C1CCCCC1.C(OCC)(=O)C>[C:18]([O:17][CH2:16][C:11]1([CH2:10][O:9][C:1](=[O:8])[C:2]2[CH:3]=[CH:4][CH:5]=[CH:6][CH:7]=2)[CH2:13][CH:12]1[CH2:14][O:15][S:33]([C:30]1[C:31]([CH3:38])=[CH:32][CH:27]=[CH:28][CH:29]=1)(=[O:34])=[O:35])(=[O:25])[C:19]1[CH:24]=[CH:23][CH:22]=[CH:21][CH:20]=1 |f:3.4|. Conditions: time 1.5 hour. Yields the product C(C1=CC=CC=C1)(=O)OCC1(C(C1)COS(=O)(=O)C=1C(=CC=CC1)C)COC(C1=CC=CC=C1)=O (1,1-Bis(benzoyloxymethyl)-2-toluenesulfonyloxymethylcyclopropane). Yield: 54.0%. Procedure details: A solution of 4.5 g (13.2 mmole) of 1,1-bis(benzoyloxymethyl)-2-hydroxymethylcyclopropane in 50 ml of dry pyridine was treated with 7 g (37 mmoles) of p-tosyl chloride and stirred at 22° for 1.5 hours. TLC in cyclohexane-ethyl acetate (2:1) (Rf 0.6) indicated that the reaction was complete. The reaction was concentrated and the residue was dissolved in 150 ml of EtOAc and washed with 50 ml of water, 100 ml saturated NaHCO3, four 250 ml portions of water and 50 ml of saturated NaCl. The ethyl ace... Reactants: C(C1=CC=CC=C1)(=O)OCC1(C(C1)CO)COC(C1=CC=CC=C1)=O (1,1-bis(benzoyloxymethyl)-2-hydroxymethylcyclopropane), CC1=CC=C(C=C1)S(=O)(=O)Cl (p-tosyl chloride), N1=CC=CC=C1 (pyridine). The solvent is C1CCCCC1.C(C)(=O)OCC (cyclohexane ethyl acetate). Starting materials: ClC=1C=CC2=C(C(=NCC(=N2)C(=NOC)[N+](=O)[O-])C2=C(C=CC=C2)F)C1 (7-chloro-5-(2-fluorophenyl)-N-methoxy-α-nitro-3H-1,4-benzodiazepine-2-methanimine), N (ammonia). Run in CO (methanol). Yields the product ClC=1C=CC2=C(C(=NCC(=N2)C(N)=NOC)C2=C(C=CC=C2)F)C1 (7-Chloro-5-(2-fluorophenyl)-N'-methoxy-3H-1,4-benzodiazepine-2-carboximidamide). RXN SMILES: [Cl:1][C:2]1[CH:3]=[CH:4][C:5]2[N:11]=[C:10]([C:12]([N+:16]([O-])=O)=[N:13][O:14][CH3:15])[CH2:9][N:8]=[C:7]([C:19]3[CH:24]=[CH:23][CH:22]=[CH:21][C:20]=3[F:25])[C:6]=2[CH:26]=1.N>CO>[Cl:1][C:2]1[CH:3]=[CH:4][C:5]2[N:11]=[C:10]([C:12](=[N:13][O:14][CH3:15])[NH2:16])[CH2:9][N:8]=[C:7]([C:19]3[CH:24]=[CH:23][CH:22]=[CH:21][C:20]=3[F:25])[C:6]=2[CH:26]=1. Reported procedure: A mixture of 1.5 g (0.004 mole) of 7-chloro-5-(2-fluorophenyl)-N-methoxy-α-nitro-3H-1,4-benzodiazepine-2-methanimine and 20 ml of methanol containing 20% (v/v) of ammonia was allowed to sit at room temperature for 41/2 hours. After partial evaporation the residue was partitioned between methylene chloride and saturated aqueous sodium bicarbonate solution. The methylene chloride layer was dried and evaporated. The residue was passed over neutral alumina using ether. Crystallization of the combine...